From a dataset of the Open Reaction Database (ORD), a public repository of structured organic reaction records. describe an organic reaction: reactants, conditions, products, and yield Starting materials: C(C(C)C)(=O)NN(C(=O)N)C (2-Isobutyryl-1-methylhydrazinecarboxamide), C12(C(=O)CC(CC1)C2(C)C)CS(=O)(=O)O (10-camphorsulfonic acid). The solvent is C(C)OC(C)=O (ethylacetate). Product: C(C)(C)C1=NN(C(N1)=O)C (3-isopropyl-1-methyl-1H-1,2,4-triazol-5(4H)-one). As a reaction SMILES: [C:1]([NH:6][N:7]([CH3:11])[C:8]([NH2:10])=[O:9])(=O)[CH:2]([CH3:4])[CH3:3].C12(CS(O)(=O)=O)C(C)(C)C(CC1)CC2=O>C(OC(=O)C)C>[CH:2]([C:1]1[NH:10][C:8](=[O:9])[N:7]([CH3:11])[N:6]=1)([CH3:4])[CH3:3]. Reported procedure: 2-Isobutyryl-1-methylhydrazinecarboxamide was cyclized with 10-camphorsulfonic acid at reflux in ethylacetate to give 3-isopropyl-1-methyl-1H-1,2,4-triazol-5(4H)-one.